From a dataset of the Open Reaction Database (ORD), a public repository of structured organic reaction records. describe an organic reaction: reactants, conditions, products, and yield Yield: 49.7%. The reactants are OC1=C(C=CC(=C1)[N+](=O)[O-])NC(=O)NC(C(C)C)C(=O)OCC (N-(2-Hydroxy-4-nitrophenyl)-N'-[1-(ethoxycarbonyl)-2-methylpropyl)urea), [OH-].[Na+] (sodium hydroxide). As a reaction SMILES: [OH:1][C:2]1[CH:7]=[C:6]([N+:8]([O-:10])=[O:9])[CH:5]=[CH:4][C:3]=1[NH:11][C:12]([NH:14][CH:15]([C:19](OCC)=[O:20])[CH:16]([CH3:18])[CH3:17])=[O:13].[OH-].[Na+]>C(O)C.O>[OH:1][C:2]1[CH:7]=[C:6]([N+:8]([O-:10])=[O:9])[CH:5]=[CH:4][C:3]=1[NH:11][C:12]([NH:14][C:15](=[C:19]=[O:20])[CH:16]([CH3:18])[CH3:17])=[O:13] |f:1.2,3.4|. The solvent is C(C)O.O (ethanol water). Product: OC1=C(C=CC(=C1)[N+](=O)[O-])NC(=O)NC(C(C)C)=C=O (N-(2-Hydroxy-4-nitrophenyl)-N'-(1-carbonyl-2-methylpropyl)urea). Procedure: To a solution of N-(2-Hydroxy-4-nitrophenyl)-N'-[1-(ethoxycarbonyl)-2-methylpropyl)urea (200 mg, 0.62 mmol) in ethanol/water (10 mL/1 mL), sodium hydroxide (123 mg, 3.1 mmol) was added. The reaction mixture was stirred at reflux temperature for 16 hours. Then the reaction mixture was cooled to room temperature and all the solvent was evaporated. 3N of HCl was added to pH=1. A yellow solid precipitated, it was filtered to give desired product (86 mg, 47%). EI-MS m/z 298.3 (M+). mp: 168.4-169.2° C... Reaction SMILES: [CH2:31]([Cl:32])[Cl:33].[CH3:1][S:2][c:3]1[c:4]([CH:5]=[CH:6][C:7](=[O:8])[OH:9])[cH:10][c:11]([CH2:14][CH2:15][CH2:16][CH2:17][CH2:18][CH3:19])[cH:12][cH:13]1.[Cl:25][C:26]([C:27]([Cl:28])=[O:29])=[O:30].[O:20]=[CH:21][N:22]([CH3:23])[CH3:24]>>[CH3:1][S:2][c:3]1[c:4]([CH:5]=[CH:6][C:7](=[O:8])[OH:9])[cH:10][c:11]([CH2:14][CH2:15][CH2:16][CH2:17][CH2:18][CH3:19])[cH:12][cH:13]1.[Cl-:25]. The product is CCCCCCc1ccc(SC)c(C=CC(=O)O)c1, [Cl-]. Starting materials: ClCCl, CCCCCCc1ccc(SC)c(C=CC(=O)O)c1, O=C(Cl)C(=O)Cl, CN(C)C=O.